From a dataset of the Open Reaction Database (ORD), a public repository of structured organic reaction records. describe an organic reaction: reactants, conditions, products, and yield Starting materials: ClC=1C=C(C(=C(C(=O)OC)C1)CC)NC1CCOCC1 (methyl 5-chloro-2-ethyl-3-[(oxan-4-yl)amino]benzoate), C=O (paraformaldehyde), C(C)(=O)O[BH-](OC(C)=O)OC(C)=O.[Na+] (sodium triacetoxyborohydride), C(=O)(O)[O-].[Na+] (NaHCO3), C=O (paraformaldehyde), C(C)(=O)O (acetic acid), C(C)(=O)O[BH-](OC(C)=O)OC(C)=O.[Na+] (sodium triacetoxyborohydride). Solvent: O (water), ClCCCl (1,2-dichloroethane). Conditions: time 23 hour. The product is ClC=1C=C(C(=C(C(=O)OC)C1)CC)N(C1CCOCC1)C (methyl 5-chloro-2-ethyl-3-[methyl(oxan-4-yl)amino]benzoate). Yield: 90.8%. RXN SMILES: [Cl:1][C:2]1[CH:3]=[C:4]([NH:14][CH:15]2[CH2:20][CH2:19][O:18][CH2:17][CH2:16]2)[C:5]([CH2:12][CH3:13])=[C:6]([CH:11]=1)[C:7]([O:9][CH3:10])=[O:8].C=O.[C:23](O)(=O)C.C(O[BH-](OC(=O)C)OC(=O)C)(=O)C.[Na+].C([O-])(O)=O.[Na+]>ClCCCl.O>[Cl:1][C:2]1[CH:3]=[C:4]([N:14]([CH3:23])[CH:15]2[CH2:20][CH2:19][O:18][CH2:17][CH2:16]2)[C:5]([CH2:12][CH3:13])=[C:6]([CH:11]=1)[C:7]([O:9][CH3:10])=[O:8] |f:3.4,5.6|. Procedure: To a solution of methyl 5-chloro-2-ethyl-3-[(oxan-4-yl)amino]benzoate (350 mg, 1.18 mmol) in 1,2-dichloroethane (10 ml) at room temperature under nitrogen was added paraformaldehyde (212 mg, 7.05 mmol) followed by acetic acid (0.4 ml, 7.05 mmol). This mixture was stirred for 5 minutes before the addition of sodium triacetoxyborohydride (1.49 g, 7.05 mmol). After stirring for 23 hours, further paraformaldehyde (212 mg, 7.05 mmol) was added to the reaction mixture and this was stirred for 10 minut... The reactants are C1CCOC1, COC(=O)N=NC(=O)OC, CC1(C)CC(=O)c2ccccc2C1O, c1ccc(P(c2ccccc2)c2ccccc2)cc1, COC(=O)c1c[nH]cn1. Yields the product COC(=O)c1cncn1C1c2ccccc2C(=O)CC1(C)C. RXN SMILES: [CH2:53]1[O:54][CH2:55][CH2:56][CH2:57]1.[N:43]([C:44]([O:45][CH3:46])=[O:47])=[N:48][C:49]([O:50][CH3:51])=[O:52].[OH:1][CH:2]1[C:3]([CH3:13])([CH3:14])[CH2:4][C:5](=[O:12])[c:6]2[cH:7][cH:8][cH:9][cH:10][c:11]21.[c:24]1([P:25]([c:26]2[cH:27][cH:28][cH:29][cH:30][cH:31]2)[c:32]2[cH:33][cH:34][cH:35][cH:36][cH:37]2)[cH:38][cH:39][cH:40][cH:41][cH:42]1.[nH:15]1[cH:16][n:17][c:18]([C:20](=[O:21])[O:22][CH3:23])[cH:19]1>>[CH:2]1([n:17]2[cH:16][n:15][cH:19][c:18]2[C:20](=[O:21])[O:22][CH3:23])[C:3]([CH3:13])([CH3:14])[CH2:4][C:5](=[O:12])[c:6]2[cH:7][cH:8][cH:9][cH:10][c:11]21. Reactants: 1, Cl (HCl), [OH-].[Na+] (Sodium hydroxide), COC[C@H]1[C@@]([C@H]1/C=C/C(=C/C(=O)OCC)/C)(C1=CC=2C(CCC(C2C=C1)(C)C)(C)C)C (Ethyl (+)-(1S, 2R, 3R)-5-[3-methoxymethyl-2-methyl-2-(5,5,8,8-tetramethyl-5,6,7,8-tetrahydro-naphthalen-2-yl)-cyclopropyl]-3-methyl-penta-2E,4E-dienoate). Run in C1CCOC1.CO (THF MeOH), C(C)(=O)OCC (ethyl acetate). Run at temperature 50 celsius, time 16 hour. Yields the product COC[C@H]1[C@@]([C@H]1/C=C/C(=C/C(=O)O)/C)(C1=CC=2C(CCC(C2C=C1)(C)C)(C)C)C ((+)-(1S, 2R, 3R)-5-[3-Methoxymethyl-2-methyl-2-(5,5,8,8-tetramethyl-5,6,7,8-tetrahydro-naphthalen-2-yl)-cyclopropyl]-3-methyl-penta-2E,4E-dienoic Acid). The yield is 83.4%. As a reaction SMILES: [OH-].[Na+].[CH3:3][O:4][CH2:5][C@@H:6]1[C@H:8](/[CH:9]=[CH:10]/[C:11](/[CH3:18])=[CH:12]/[C:13]([O:15]CC)=[O:14])[C@@:7]1([CH3:33])[C:19]1[CH:28]=[CH:27][C:26]2[C:25]([CH3:30])([CH3:29])[CH2:24][CH2:23][C:22]([CH3:32])([CH3:31])[C:21]=2[CH:20]=1.Cl>C1COCC1.CO.C(OCC)(=O)C>[CH3:3][O:4][CH2:5][C@@H:6]1[C@H:8](/[CH:9]=[CH:10]/[C:11](/[CH3:18])=[CH:12]/[C:13]([OH:15])=[O:14])[C@@:7]1([CH3:33])[C:19]1[CH:28]=[CH:27][C:26]2[C:25]([CH3:30])([CH3:29])[CH2:24][CH2:23][C:22]([CH3:32])([CH3:31])[C:21]=2[CH:20]=1 |f:0.1,4.5|. Procedure: Sodium hydroxide solution (1N, 1 mL) was added to a solution of Compound 16a (59 mg, 0.13 mmol) in 4 mL of THF/MeOH (1:1) at 50° C. After stirring at 50° C. for 16 h, the mixture was diluted with ethyl acetate (10 mL) ad acidified with 1 mL of 1 HCl at 0° C. The organic layer was then washed with brine (1×5 mL), dried (Na2SO4) and concentrated. The residue was purified by flash chromatography using 30% EtOAc in hexane to give the title compound (43 mg, 79% yield) as a white solid: Starting materials: CC(C)(C)OC(=O)CBr, [K+], [K+], O=C([O-])[O-], CN(C)C=O, O=S1(=O)N=C(c2c[nH]c3ccccc23)c2ccccc21. Product: CC(C)(C)OC(=O)Cn1cc(C2=NS(=O)(=O)c3ccccc32)c2ccccc21. RXN SMILES: [Br:27][CH2:28][C:29](=[O:30])[O:31][C:32]([CH3:33])([CH3:34])[CH3:35].[K+:21].[K+:22].[O-:23][C:24]([O-:25])=[O:26].[O:36]=[CH:37][N:38]([CH3:39])[CH3:40].[nH:1]1[cH:2][c:3]([C:10]2=[N:11][S:12](=[O:19])(=[O:20])[c:13]3[c:14]2[cH:15][cH:16][cH:17][cH:18]3)[c:4]2[cH:5][cH:6][cH:7][cH:8][c:9]12>>[n:1]1([CH2:28][C:29](=[O:30])[O:31][C:32]([CH3:33])([CH3:34])[CH3:35])[cH:2][c:3]([C:10]2=[N:11][S:12](=[O:19])(=[O:20])[c:13]3[c:14]2[cH:15][cH:16][cH:17][cH:18]3)[c:4]2[cH:5][cH:6][cH:7][cH:8][c:9]12. The reactants are ClCCCl, O=C(Cl)C(=O)Cl, NC(=O)c1c(F)cccc1F. Yields the product O=C=NC(=O)c1c(F)cccc1F. Reaction SMILES: [Cl:18][CH2:19][CH2:20][Cl:21].[Cl:1][C:2](=[O:3])[C:4]([Cl:5])=[O:6].[F:7][c:8]1[c:9]([C:10](=[O:11])[NH2:12])[c:13]([F:17])[cH:14][cH:15][cH:16]1>>[C:2](=[O:3])=[N:12][C:10]([c:9]1[c:8]([F:7])[cH:16][cH:15][cH:14][c:13]1[F:17])=[O:11]. Reactants: NC1=CC=CC=C1 (aniline), BrC1=CC=C(C(=O)O)C=C1 (4-bromobenzoic acid), C([O-])([O-])=O.[Cs+].[Cs+] (cesium carbonate). The reagents and catalysts are C(C)(=O)[O-].[Pd+2].C(C)(=O)[O-] (palladium acetate), C=1C=CC(=CC1)P(C=2C=CC=CC2)C3=CC=C4C=CC=CC4=C3C5=C6C=CC=CC6=CC=C5P(C=7C=CC=CC7)C=8C=CC=CC8 (BINAP). The solvent is C1(=CC=CC=C1)C (toluene), C1(=CC=CC=C1)C (toluene). Yields the product C1(=CC=CC=C1)NC1=CC=C(C(=O)O)C=C1 (4-phenylamino-benzoic acid). Yield: 83.6%. Reaction SMILES: [NH2:1][C:2]1[CH:7]=[CH:6][CH:5]=[CH:4][CH:3]=1.Br[C:9]1[CH:17]=[CH:16][C:12]([C:13]([OH:15])=[O:14])=[CH:11][CH:10]=1.C(=O)([O-])[O-].[Cs+].[Cs+]>C1(C)C=CC=CC=1.C([O-])(=O)C.[Pd+2].C([O-])(=O)C.C1C=CC(P(C2C(C3C(P(C4C=CC=CC=4)C4C=CC=CC=4)=CC=C4C=3C=CC=C4)=C3C(C=CC=C3)=CC=2)C2C=CC=CC=2)=CC=1>[C:2]1([NH:1][C:9]2[CH:17]=[CH:16][C:12]([C:13]([OH:15])=[O:14])=[CH:11][CH:10]=2)[CH:7]=[CH:6][CH:5]=[CH:4][CH:3]=1 |f:2.3.4,6.7.8|. Reported procedure: A mixture of BINAP (1.6 g, 0.00257 mole), palladium acetate (0.23 g, 0.001 mole) and toluene (30 mL) was degassed with argon for 15 minutes. This mixture was then added to a mixture of aniline (5.0 g, 0.0536 mole), 4-bromobenzoic acid (12.9 g, 0.0644 mole) and cesium carbonate (52.47 g, 0.161 mole) in toluene (30 mL) (previously degassed with argon for 15 minutes). The resulting mixture was heated at reflux for 22 hours. The reaction mixture was then concentrated under reduced pressure. The resu...